This data is from the Open Reaction Database (ORD), a public repository of structured organic reaction records. The task is: describe an organic reaction: reactants, conditions, products, and yield The reactants are CC(C)CCNc1cc(C(C)(C)C)ccc1C=CC(=O)O, C=Cc1cc(CN)cc(F)c1NS(C)(=O)=O, CN(C)C=O. The product is C=Cc1cc(CNC(=O)C=Cc2ccc(C(C)(C)C)cc2NCCC(C)C)cc(F)c1NS(C)(=O)=O. RXN SMILES: [C:1]([CH3:2])([CH3:3])([CH3:4])[c:5]1[cH:6][c:7]([NH:16][CH2:17][CH2:18][CH:19]([CH3:20])[CH3:21])[c:8]([CH:11]=[CH:12][C:13](=[O:14])[OH:15])[cH:9][cH:10]1.[NH2:22][CH2:23][c:24]1[cH:25][c:26]([F:37])[c:27]([NH:32][S:33](=[O:34])(=[O:35])[CH3:36])[c:28]([CH:30]=[CH2:31])[cH:29]1.[O:38]=[CH:39][N:40]([CH3:41])[CH3:42]>>[C:1]([CH3:2])([CH3:3])([CH3:4])[c:5]1[cH:6][c:7]([NH:16][CH2:17][CH2:18][CH:19]([CH3:20])[CH3:21])[c:8]([CH:11]=[CH:12][C:13](=[O:15])[NH:22][CH2:23][c:24]2[cH:25][c:26]([F:37])[c:27]([NH:32][S:33](=[O:34])(=[O:35])[CH3:36])[c:28]([CH:30]=[CH2:31])[cH:29]2)[cH:9][cH:10]1. Reactants: C(C)(=O)C1=CC=C(C=C1)C1=CC=C(C=C1)C(=O)OCC1=CC=CC=C1 (benzyl 4'-acetyl-4-biphenylcarboxylate), ice water, O1CCCC1 (tetrahydrofuran), [BH4-].[Na+] (sodium borohydride). The solvent is C(C)O (ethanol). Run at time 2 hour. The product is OC(C)C1=CC=C(C=C1)C1=CC=C(C=C1)C(=O)OCC1=CC=CC=C1 (benzyl 4'-(1-hydroxyethyl)-4-biphenylcarboxylate). Yield: 99.0%. RXN SMILES: [C:1]([C:4]1[CH:9]=[CH:8][C:7]([C:10]2[CH:15]=[CH:14][C:13]([C:16]([O:18][CH2:19][C:20]3[CH:25]=[CH:24][CH:23]=[CH:22][CH:21]=3)=[O:17])=[CH:12][CH:11]=2)=[CH:6][CH:5]=1)(=[O:3])[CH3:2].O1CCCC1.[BH4-].[Na+]>C(O)C>[OH:3][CH:1]([C:4]1[CH:5]=[CH:6][C:7]([C:10]2[CH:15]=[CH:14][C:13]([C:16]([O:18][CH2:19][C:20]3[CH:25]=[CH:24][CH:23]=[CH:22][CH:21]=3)=[O:17])=[CH:12][CH:11]=2)=[CH:8][CH:9]=1)[CH3:2] |f:2.3|. Procedure details: 33.0 g (0.1 mol) of benzyl 4'-acetyl-4-biphenylcarboxylate, 200 ml of tetrahydrofuran and 50 ml of ethanol were supplied into the same flask as used in Example 9. Then 3.8 g (0.1 mol) of sodium borohydride was added at 15°-25° C. over a period of 10 minutes. After standing at the same temperature for 2 hours, the reaction solution was poured into ice-water and extracted twice with 300 ml of chloroform. The organic layer was washed with water and concentrated under reduced pressure to obtain 32.9... Starting materials: BrC=1C=C(C(=O)NC=2SC3=C(N2)C(=CC=C3N3CCOCC3)OC)C=CN1 (2-bromo-N-(4-methoxy-7-morpholin-4-yl-benzothiazol-2-yl)-isonicotinamide), C([O-])([O-])=O.[Cs+].[Cs+] (cesium carbonate), CN1C(CNCC1)=O (1-methyl-piperazin-2-one). Yields the product COC1=CC=C(C2=C1N=C(S2)NC(C2=CC(=NC=C2)N2CC(N(CC2)C)=O)=O)N2CCOCC2 (N-(4-Methoxy-7-morpholin-4-yl-benzothiazol-2-yl)-2-(4-methyl-3-oxo-piperazin-1-yl)-isonicotinamide). RXN SMILES: Br[C:2]1[CH:3]=[C:4]([CH:25]=[CH:26][N:27]=1)[C:5]([NH:7][C:8]1[S:9][C:10]2[C:16]([N:17]3[CH2:22][CH2:21][O:20][CH2:19][CH2:18]3)=[CH:15][CH:14]=[C:13]([O:23][CH3:24])[C:11]=2[N:12]=1)=[O:6].C(=O)([O-])[O-].[Cs+].[Cs+].[CH3:34][N:35]1[CH2:40][CH2:39][NH:38][CH2:37][C:36]1=[O:41]>>[CH3:24][O:23][C:13]1[C:11]2[N:12]=[C:8]([NH:7][C:5](=[O:6])[C:4]3[CH:25]=[CH:26][N:27]=[C:2]([N:38]4[CH2:39][CH2:40][N:35]([CH3:34])[C:36](=[O:41])[CH2:37]4)[CH:3]=3)[S:9][C:10]=2[C:16]([N:17]2[CH2:22][CH2:21][O:20][CH2:19][CH2:18]2)=[CH:15][CH:14]=1 |f:1.2.3|. Reported procedure: From 2-bromo-N-(4-methoxy-7-morpholin-4-yl-benzothiazol-2-yl)-isonicotinamide with cesium carbonate and 1-methyl-piperazin-2-one. ES-MS m/e (%): 505 (M+Na+, 31), 483 (M+H+, 100).